This data is from the Open Reaction Database (ORD), a public repository of structured organic reaction records. The task is: describe an organic reaction: reactants, conditions, products, and yield Reactants: COC(=O)C(C)Nc1cc(CS(=O)(=O)C=Cc2c(OC)cc(OC)cc2OC)ccc1OC, CCO, [Na+], [OH-]. As a reaction SMILES: [CH3:1][O:2][C:3]([CH:4]([CH3:5])[NH:6][c:7]1[c:8]([O:31][CH3:32])[cH:9][cH:10][c:11]([CH2:13][S:14](=[O:15])(=[O:16])[CH:17]=[CH:18][c:19]2[c:20]([O:29][CH3:30])[cH:21][c:22]([O:27][CH3:28])[cH:23][c:24]2[O:25][CH3:26])[cH:12]1)=[O:33].[CH3:36][CH2:37][OH:38].[Na+:35].[OH-:34]>>[O:2]=[C:3]([CH:4]([CH3:5])[NH:6][c:7]1[c:8]([O:31][CH3:32])[cH:9][cH:10][c:11]([CH2:13][S:14](=[O:15])(=[O:16])[CH:17]=[CH:18][c:19]2[c:20]([O:29][CH3:30])[cH:21][c:22]([O:27][CH3:28])[cH:23][c:24]2[O:25][CH3:26])[cH:12]1)[OH:33]. Product: COc1cc(OC)c(C=CS(=O)(=O)Cc2ccc(OC)c(NC(C)C(=O)O)c2)c(OC)c1. Starting materials: CCNCC, C=O, CCOC(=O)C(Cc1cnc(NC(=O)OC(C)(C)C)c(Cl)c1)C(=O)O, ClCCl, O. The product is C=C(Cc1cnc(NC(=O)OC(C)(C)C)c(Cl)c1)C(=O)OCC. As a reaction SMILES: [CH2:1]([NH:2][CH2:3][CH3:4])[CH3:5].[CH2:32]=[O:33].[CH2:7]([CH3:8])[O:9][C:10]([CH:11]([C:12]([OH:13])=[O:14])[CH2:15][c:16]1[cH:17][n:18][c:19]([NH:23][C:24](=[O:25])[O:26][C:27]([CH3:28])([CH3:29])[CH3:30])[c:20]([Cl:22])[cH:21]1)=[O:31].[Cl:34][CH2:35][Cl:36].[OH2:6]>>[CH2:7]([CH3:8])[O:9][C:10]([C:11](=[CH2:12])[CH2:15][c:16]1[cH:17][n:18][c:19]([NH:23][C:24](=[O:25])[O:26][C:27]([CH3:28])([CH3:29])[CH3:30])[c:20]([Cl:22])[cH:21]1)=[O:31].